Task: describe an organic reaction: reactants, conditions, products, and yield. Dataset: the Open Reaction Database (ORD), a public repository of structured organic reaction records The reactants are Cl (hydrochloric acid), NC(C(=O)O)(CCC(C(C=C)N)F)C(=O)O (2,6-diamino-2-carboxy-5-fluoro-7-octenoic acid). Solvent: C(C)(=O)O (acetic acid). Product: FC(CC[C@H](N)C(=O)O)C(N)C=C (δ-fluoro-ε-vinyllysine). RXN SMILES: [NH2:1][C:2](C(O)=O)([CH2:6][CH2:7][CH:8]([F:13])[CH:9]([NH2:12])[CH:10]=[CH2:11])[C:3]([OH:5])=[O:4].Cl>C(O)(=O)C>[F:13][CH:8]([CH:9]([CH:10]=[CH2:11])[NH2:12])[CH2:7][CH2:6][C@@H:2]([C:3]([OH:5])=[O:4])[NH2:1]. Procedure: Reaction of the iodide 21 with diethylphthalimidomalonate yields ethyl 2,6-diphthalimido-2-ethoxycarbonyl-5-fluoro-7-octenoate, 22. Removal of the amino-protecting groups leads to ethyl 2,6-diamino-2-ethoxycarbonyl-5-fluoro-7-octenoate, 23. Acid hydrolysis of 23 yields 2,6-diamino-2-carboxy-5-fluoro-7-octenoic acid 24, which is decarboxylated by heating with acetic acid in the presence of hydrochloric acid to yield δ-fluoro-ε-vinyllysine, 25. Protection of the amino groups wih di-tert-butyl dica... Starting materials: NC1=CC=C(C=C1)N1C=CC2=C(C=CC=C12)OC(C)=O (acetic acid 1-(4-aminophenyl)-1H-indol-4-yl ester), ClC1=C(C=C(C=C1)N=C=O)C(F)(F)F (4-chloro-3-(trifluoromethyl)phenyl isocyanate). The product is ClC1=C(C=C(C=C1)NC(NC1=CC=C(C=C1)N1C=CC2=C(C=CC=C12)OC(C)=O)=O)C(F)(F)F (acetic acid 1-(4-[3-(4-chloro-3-(trifluoromethyl)phenyl)ureido]phenyl)-1H-indol-4-yl ester). RXN SMILES: [NH2:1][C:2]1[CH:7]=[CH:6][C:5]([N:8]2[C:16]3[C:11](=[C:12]([O:17][C:18](=[O:20])[CH3:19])[CH:13]=[CH:14][CH:15]=3)[CH:10]=[CH:9]2)=[CH:4][CH:3]=1.[Cl:21][C:22]1[CH:27]=[CH:26][C:25]([N:28]=[C:29]=[O:30])=[CH:24][C:23]=1[C:31]([F:34])([F:33])[F:32]>>[Cl:21][C:22]1[CH:27]=[CH:26][C:25]([NH:28][C:29](=[O:30])[NH:1][C:2]2[CH:3]=[CH:4][C:5]([N:8]3[C:16]4[C:11](=[C:12]([O:17][C:18](=[O:20])[CH3:19])[CH:13]=[CH:14][CH:15]=4)[CH:10]=[CH:9]3)=[CH:6][CH:7]=2)=[CH:24][C:23]=1[C:31]([F:32])([F:33])[F:34]. Procedure: The title compound can be synthesized from acetic acid 1-(4-aminophenyl)-1H-indol-4-yl ester and 4-chloro-3-(trifluoromethyl)phenyl isocyanate in the same manner as in Step C of Example 1.